This data is from the Open Reaction Database (ORD), a public repository of structured organic reaction records. The task is: describe an organic reaction: reactants, conditions, products, and yield Reactants: Cc1ccc(S(=O)(=O)OCCc2cc(C(C)(C)C)c(O)c(C(C)(C)C)c2)cc1, O=C([O-])[O-], CCC(C)=O, [K+], [K+], CCOC(=O)Cc1ccc(CCN2CCNCC2)cc1. Yields the product CCOC(=O)Cc1ccc(CCN2CCN(CCc3cc(C(C)(C)C)c(O)c(C(C)(C)C)c3)CC2)cc1. RXN SMILES: [C:1]([CH3:2])([CH3:3])([CH3:4])[c:5]1[cH:6][c:7]([CH2:8][CH2:9][O:10][S:11]([c:12]2[cH:13][cH:14][c:15]([CH3:16])[cH:17][cH:18]2)(=[O:19])=[O:20])[cH:21][c:22]([C:25]([CH3:26])([CH3:27])[CH3:28])[c:23]1[OH:24].[C:49](=[O:50])([O-:51])[O-:52].[CH3:55][CH2:56][C:57](=[O:58])[CH3:59].[K+:53].[K+:54].[N:29]1([CH2:35][CH2:36][c:37]2[cH:38][cH:39][c:40]([CH2:43][C:44](=[O:45])[O:46][CH2:47][CH3:48])[cH:41][cH:42]2)[CH2:30][CH2:31][NH:32][CH2:33][CH2:34]1>>[C:1]([CH3:2])([CH3:3])([CH3:4])[c:5]1[cH:6][c:7]([CH2:8][CH2:9][N:32]2[CH2:31][CH2:30][N:29]([CH2:35][CH2:36][c:37]3[cH:38][cH:39][c:40]([CH2:43][C:44](=[O:45])[O:46][CH2:47][CH3:48])[cH:41][cH:42]3)[CH2:34][CH2:33]2)[cH:21][c:22]([C:25]([CH3:26])([CH3:27])[CH3:28])[c:23]1[OH:24]. Starting materials: O[C@@]1([C@@H](N(CC1)C(=O)OCC1=CC=CC=C1)C)CCC (benzyl (2S,3S)-3-hydroxy-2-methyl-3-propylpyrrolidine-1-carboxylate). The reagents and catalysts are [Pd] (Pd/C). Run in O (water). Product: C[C@@H]1NCC[C@@]1(O)CCC ((2S,3S)-2-methyl-3-propylpyrrolidin-3-ol), solid. Isolated yield 96.0%. Reaction SMILES: [OH:1][C@@:2]1([CH2:18][CH2:19][CH3:20])[CH2:6][CH2:5][N:4](C(OCC2C=CC=CC=2)=O)[C@H:3]1[CH3:17]>[Pd].O>[CH3:17][C@H:3]1[C@@:2]([CH2:18][CH2:19][CH3:20])([OH:1])[CH2:6][CH2:5][NH:4]1. Procedure details: By an operation in the same manner as in Reference Example 4 and using benzyl (2S,3S)-3-hydroxy-2-methyl-3-propylpyrrolidine-1-carboxylate (2.32 g) and 50% water containing-10% Pd/C (0.10 g), the title compound was obtained as a colorless solid (yield: 1.50 g, yield: 96%). The reactants are OC1CCN(CC1)C(=O)N1CC(CC(C1)C1=CC=C(C=C1)C(F)(F)F)C(=O)O (1-[(4-Hydroxypiperidin-1-yl)carbonyl]-5-[4-(trifluoromethyl)phenyl]piperidine-3-carboxylic acid), ON=C(CC1(CC1)CO)N (N′-Hydroxy-2-[1-(hydroxymethyl)cyclopropyl]ethanimidamide). The product is OCC1(CC1)CC1=NOC(=N1)C1CN(CC(C1)C1=CC=C(C=C1)C(F)(F)F)C(=O)N1CCC(CC1)O ({3-(3-{[1-(Hydroxymethyl)cyclopropyl]methyl}-1,2,4-oxadiazol-5-yl)-5-[4-(trifluoromethyl)-phenyl]piperidin-1-yl}(4-hydroxypiperidin-1-yl)methanone). Reaction SMILES: [OH:1][CH:2]1[CH2:7][CH2:6][N:5]([C:8]([N:10]2[CH2:15][CH:14]([C:16]3[CH:21]=[CH:20][C:19]([C:22]([F:25])([F:24])[F:23])=[CH:18][CH:17]=3)[CH2:13][CH:12]([C:26]([OH:28])=O)[CH2:11]2)=[O:9])[CH2:4][CH2:3]1.O[N:30]=[C:31]([NH2:38])[CH2:32][C:33]1([CH2:36][OH:37])[CH2:35][CH2:34]1>>[OH:37][CH2:36][C:33]1([CH2:32][C:31]2[N:38]=[C:26]([CH:12]3[CH2:13][CH:14]([C:16]4[CH:17]=[CH:18][C:19]([C:22]([F:24])([F:23])[F:25])=[CH:20][CH:21]=4)[CH2:15][N:10]([C:8]([N:5]4[CH2:6][CH2:7][CH:2]([OH:1])[CH2:3][CH2:4]4)=[O:9])[CH2:11]3)[O:28][N:30]=2)[CH2:35][CH2:34]1. Procedure: 100 mg (0.25 mmol) of the compound from Example 99A and 62 mg (0.38 mmol) of the compound from Example 67A were reacted according to the General Method 2. Yield: 66 mg (52% of theory)